This data is from the Open Reaction Database (ORD), a public repository of structured organic reaction records. The task is: describe an organic reaction: reactants, conditions, products, and yield The reactants are C1CCOC1, S=c1[nH]cnc2cc(OCc3ccccc3)ccc12, CI, Cl, [Na+], [OH-]. Yields the product CSc1ncnc2cc(OCc3ccccc3)ccc12. Reaction SMILES: [CH2:25]1[O:26][CH2:27][CH2:28][CH2:29]1.[CH2:3]([c:4]1[cH:5][cH:6][cH:7][cH:8][cH:9]1)[O:10][c:11]1[cH:12][cH:13][c:14]2[c:15](=[S:21])[nH:16][cH:17][n:18][c:19]2[cH:20]1.[CH3:1][I:2].[ClH:24].[Na+:23].[OH-:22]>>[CH3:1][S:21][c:15]1[c:14]2[cH:13][cH:12][c:11]([O:10][CH2:3][c:4]3[cH:5][cH:6][cH:7][cH:8][cH:9]3)[cH:20][c:19]2[n:18][cH:17][n:16]1. Reactants: [H-].[Na+] (sodium hydride), ClC1=C(C=CC=C1)C1CC(C=2C(=NNC2C1)C)=O (6-(2-chlorophenyl)-3-methyl-4,5,6,7-tetrahydroindazol-4-one), C1(=CC=CC=C1)CCBr (2-phenylethyl bromide). Run in CN(C=O)C (dimethylformamide), CN(C=O)C (dimethylformamide). Reaction conditions: time 40 minute. Yields the product ClC1=C(C=CC=C1)C1CC(C=2C(=NN(C2C1)CCC1=CC=CC=C1)C)=O (6-(2-chlorophenyl)-3-methyl-1-(2-phenylethyl)-4,5,6,7-tetrahydroindazol-4-one), ClC1=C(C=CC=C1)C1CC(C2=C(N(N=C2C1)CCC1=CC=CC=C1)C)=O (6-(2-chlorophenyl)-3-methyl-2-(2-phenylethyl)-4,5,6,7-tetrahydroindazol-4-one). Reaction SMILES: [H-].[Na+].[Cl:3][C:4]1[CH:9]=[CH:8][CH:7]=[CH:6][C:5]=1[CH:10]1[CH2:18][C:17]2[NH:16][N:15]=[C:14]([CH3:19])[C:13]=2[C:12](=[O:20])[CH2:11]1.[C:21]1([CH2:27][CH2:28]Br)[CH:26]=[CH:25][CH:24]=[CH:23][CH:22]=1>CN(C)C=O>[Cl:3][C:4]1[CH:9]=[CH:8][CH:7]=[CH:6][C:5]=1[CH:10]1[CH2:18][C:17]2[N:16]([CH2:28][CH2:27][C:21]3[CH:26]=[CH:25][CH:24]=[CH:23][CH:22]=3)[N:15]=[C:14]([CH3:19])[C:13]=2[C:12](=[O:20])[CH2:11]1.[Cl:3][C:4]1[CH:9]=[CH:8][CH:7]=[CH:6][C:5]=1[CH:10]1[CH2:18][C:17]2[C:13](=[C:14]([CH3:19])[N:15]([CH2:28][CH2:27][C:21]3[CH:26]=[CH:25][CH:24]=[CH:23][CH:22]=3)[N:16]=2)[C:12](=[O:20])[CH2:11]1 |f:0.1|. Procedure details: To a suspension of 60% sodium hydride (0.041 g, washed with hexane thrice) in dimethylformamide (10 ml) was added a solution of 6-(2-chlorophenyl)-3-methyl-4,5,6,7-tetrahydroindazol-4-one (0.4 g) in dimethylformamide (2 ml), and the mixture was stirred at room temperature for 40 minutes. To the mixture was added 2-phenylethyl bromide (0.30 g), and the mixture was stirred at the same temperature for 18 hours. Under reduced pressure, the solvent was evaporated, and the residue was dissolved in eth... The reactants are FC1=C(C=C2C=C(N=C(C2=C1)OC(C)C)NC1=NN(C(=C1)C)S(=O)(=O)C(F)(F)F)OS(=O)(=O)C(F)(F)F (trifluoro-methanesulfonic acid 7-fluoro-1-isopropoxy-3-(5-methyl-1-trifluoromethanesulfonyl-1H-pyrazol-3-ylamino)-isoquinolin-6-yl ester), N1C(CCC1)=O (pyrrolidin-2-one), CC1(C2=C(C(=CC=C2)P(C3=CC=CC=C3)C4=CC=CC=C4)OC5=C(C=CC=C51)P(C6=CC=CC=C6)C7=CC=CC=C7)C (Xantphos), [O-]P(=O)([O-])[O-].[K+].[K+].[K+] (K3PO4). Reagents/catalysts: C=1C=CC(=CC1)/C=C/C(=O)/C=C/C2=CC=CC=C2.C=1C=CC(=CC1)/C=C/C(=O)/C=C/C2=CC=CC=C2.C=1C=CC(=CC1)/C=C/C(=O)/C=C/C2=CC=CC=C2.[Pd].[Pd] (Pd2 (dba)3). The solvent is O1CCOCC1 (dioxane). Reaction conditions: temperature 100 celsius. The product is FC1=C(C=C2C=C(N=C(C2=C1)OC(C)C)NC1=NNC(=C1)C)N1C(CCC1)=O (1-[7-Fluoro-1-isopropoxy-3-(5-methyl-1H-pyrazol-3-ylamino)-isoquinolin-6-yl]-pyrrolidin-2-one). As a reaction SMILES: [F:1][C:2]1[CH:11]=[C:10]2[C:5]([CH:6]=[C:7]([NH:16][C:17]3[CH:21]=[C:20]([CH3:22])[N:19](S(C(F)(F)F)(=O)=O)[N:18]=3)[N:8]=[C:9]2[O:12][CH:13]([CH3:15])[CH3:14])=[CH:4][C:3]=1OS(C(F)(F)F)(=O)=O.[NH:38]1[CH2:42][CH2:41][CH2:40][C:39]1=[O:43].CC1(C)C2C(=C(P(C3C=CC=CC=3)C3C=CC=CC=3)C=CC=2)OC2C(P(C3C=CC=CC=3)C3C=CC=CC=3)=CC=CC1=2.[O-]P([O-])([O-])=O.[K+].[K+].[K+]>C1C=CC(/C=C/C(/C=C/C2C=CC=CC=2)=O)=CC=1.C1C=CC(/C=C/C(/C=C/C2C=CC=CC=2)=O)=CC=1.C1C=CC(/C=C/C(/C=C/C2C=CC=CC=2)=O)=CC=1.[Pd].[Pd].O1CCOCC1>[F:1][C:2]1[CH:11]=[C:10]2[C:5]([CH:6]=[C:7]([NH:16][C:17]3[CH:21]=[C:20]([CH3:22])[NH:19][N:18]=3)[N:8]=[C:9]2[O:12][CH:13]([CH3:15])[CH3:14])=[CH:4][C:3]=1[N:38]1[CH2:42][CH2:41][CH2:40][C:39]1=[O:43] |f:3.4.5.6,7.8.9.10.11|. Reported procedure: Under Ar, trifluoro-methanesulfonic acid 7-fluoro-1-isopropoxy-3-(5-methyl-1-trifluoromethanesulfonyl-1H-pyrazol-3-ylamino)-isoquinolin-6-yl ester (60 mg), pyrrolidin-2-one, Pd2 (dba)3 (4.8 mg), Xantphos (12 mg) and K3PO4 (61.8 mg) were added to dioxane (5 ml), the mixture was heated at 100° C. for 20 hrs. The mixture was filtrated, and the filtrate was concentrated to give crude product. It was purified by preparative LC-MS to give 1-[7-Fluoro-1-isopropoxy-3-(5-methyl-1H-pyrazol-3-ylamino)-isoq... Reactants: COC(=O)C1=C(SC=C1)COC1=CC=C(C=C1)CCCCO (2-[4-(4-hydroxybutyl)phenoxymethyl]-3-thiophenecarboxylic acid methyl ester), [OH-].[K+] (potassium hydroxide), O (water). Run in C(C)O (ethanol). Product: OCCCCC1=CC=C(OCC=2SC=CC2C(=O)O)C=C1 (2-[4-(4-Hydroxybutyl)phenoxymethyl]-3-thiophenecarboxylic acid). The yield is 87.0%. Reaction SMILES: C[O:2][C:3]([C:5]1[CH:9]=[CH:8][S:7][C:6]=1[CH2:10][O:11][C:12]1[CH:17]=[CH:16][C:15]([CH2:18][CH2:19][CH2:20][CH2:21][OH:22])=[CH:14][CH:13]=1)=[O:4].[OH-].[K+].O>C(O)C>[OH:22][CH2:21][CH2:20][CH2:19][CH2:18][C:15]1[CH:14]=[CH:13][C:12]([O:11][CH2:10][C:6]2[S:7][CH:8]=[CH:9][C:5]=2[C:3]([OH:4])=[O:2])=[CH:17][CH:16]=1 |f:1.2|. Procedure details: A stirred solution of 7.96 g of 2-[4-(4-hydroxybutyl)phenoxymethyl]-3-thiophenecarboxylic acid methyl ester, 14.41 g of potassium hydroxide, 15 ml of water and 100 ml of 95% ethanol was refluxed for one hour. The solution was concentrated. The residue was diluted with 200 ml of water and the solution was extracted once with ether. The aqueous phase was acidified with concentrated hydrochloric acid, with cooling, and the precipitate was collected, washed with water and dried in vacuo at 40° C. ov... Reactants: COC1=CC=C(C(=O)C=2OC3=C(C2C)C(=CC=C3)O)C=C1 (2-(p-methoxybenzoyl)-3-methyl-4-hydroxybenzofuran), NN (hydrazine), [OH-].[K+] (potassium hydroxide). Solvent: C(CO)O (ethylene glycol), O (water). Reaction conditions: temperature 195 celsius. Yields the product COC1=CC=C(CC=2OC3=C(C2C)C(=CC=C3)O)C=C1 (2-(p-methoxybenzyl)-3-methyl-4-hydroxybenzofuran). Yield: 37270.7%. RXN SMILES: [CH3:1][O:2][C:3]1[CH:21]=[CH:20][C:6]([C:7]([C:9]2[O:10][C:11]3[CH:18]=[CH:17][CH:16]=[C:15]([OH:19])[C:12]=3[C:13]=2[CH3:14])=O)=[CH:5][CH:4]=1.NN.[OH-].[K+]>C(O)CO.O>[CH3:1][O:2][C:3]1[CH:4]=[CH:5][C:6]([CH2:7][C:9]2[O:10][C:11]3[CH:18]=[CH:17][CH:16]=[C:15]([OH:19])[C:12]=3[C:13]=2[CH3:14])=[CH:20][CH:21]=1 |f:2.3|. Reported procedure: A mixture of 2-(p-methoxybenzoyl)-3-methyl-4-hydroxybenzofuran (2.0 gm; 7.0 mmoles), 99% hydrazine (50 mL) and potassium hydroxide (2.7 gm; 49 mmoles) in ethylene glycol (50 mL) was heated at 140° C. for a period of 2.5 hours and at 195° C. for one hour. The reaction mixture was cooled, poured in water, and extracted with ethylacetate. The organic phase was washed with 20% citric acid, with brine, dried (Na2SO4), and concentrated in vacuo. The residue was chromatographed on silica gel using 20% ... Reactants: CC(C)(C)OC(=O)C1CCCN1CC(O)C(Cc1ccccc1)NC(=O)C(N)CC(N)=O, CCOC(C)=O, CCCCCC, CCN(C(C)C)C(C)C, O=C(Cl)Cc1ccccc1. The product is CC(C)(C)OC(=O)C1CCCN1CC(O)C(Cc1ccccc1)NC(=O)C(CC(N)=O)NC(=O)Cc1ccccc1. Reaction SMILES: [C:1]([CH3:2])([CH3:3])([CH3:4])[O:5][C:6]([CH:7]1[N:8]([CH2:12][CH:13]([CH:14]([CH2:15][c:16]2[cH:17][cH:18][cH:19][cH:20][cH:21]2)[NH:22][C:23]([CH:24]([NH2:25])[CH2:26][C:27]([NH2:28])=[O:29])=[O:30])[OH:31])[CH2:9][CH2:10][CH2:11]1)=[O:32].[C:58]([O:59][CH2:60][CH3:61])(=[O:62])[CH3:63].[CH3:52][CH2:53][CH2:54][CH2:55][CH2:56][CH3:57].[CH:43]([N:44]([CH:45]([CH3:46])[CH3:47])[CH2:48][CH3:49])([CH3:50])[CH3:51].[c:33]1([CH2:39][C:40](=[O:41])[Cl:42])[cH:34][cH:35][cH:36][cH:37][cH:38]1>>[C:1]([CH3:2])([CH3:3])([CH3:4])[O:5][C:6]([CH:7]1[N:8]([CH2:12][CH:13]([CH:14]([CH2:15][c:16]2[cH:17][cH:18][cH:19][cH:20][cH:21]2)[NH:22][C:23]([CH:24]([NH:25][C:40]([CH2:39][c:33]2[cH:34][cH:35][cH:36][cH:37][cH:38]2)=[O:41])[CH2:26][C:27]([NH2:28])=[O:29])=[O:30])[OH:31])[CH2:9][CH2:10][CH2:11]1)=[O:32]. The reactants are Brc1ccc(Br)cc1, CC(C)(C)OC(=O)N1CC2CNCC2C1, Cc1ccccc1, O=C(C=Cc1ccccc1)C=Cc1ccccc1, O=C(C=Cc1ccccc1)C=Cc1ccccc1, O=C(C=Cc1ccccc1)C=Cc1ccccc1, [Pd], [Pd], c1ccc(P(c2ccccc2)c2ccc3ccccc3c2-c2c(P(c3ccccc3)c3ccccc3)ccc3ccccc23)cc1. The product is CC(C)(C)OC(=O)N1CC2CN(c3ccc(Br)cc3)CC2C1. As a reaction SMILES: [Br:16][c:17]1[cH:18][cH:19][c:20]([Br:21])[cH:22][cH:23]1.[C:1]([CH3:2])([CH3:3])([CH3:4])[O:5][C:6](=[O:7])[N:8]1[CH2:9][CH:10]2[CH2:11][NH:12][CH2:13][CH:14]2[CH2:15]1.[CH3:70][c:71]1[cH:72][cH:73][cH:74][cH:75][cH:76]1.[O:115]=[C:116]([CH:117]=[CH:118][c:119]1[cH:120][cH:121][cH:122][cH:123][cH:124]1)[CH:125]=[CH:126][c:127]1[cH:128][cH:129][cH:130][cH:131][cH:132]1.[O:79]=[C:80]([CH:81]=[CH:82][c:83]1[cH:84][cH:85][cH:86][cH:87][cH:88]1)[CH:89]=[CH:90][c:91]1[cH:92][cH:93][cH:94][cH:95][cH:96]1.[O:97]=[C:98]([CH:99]=[CH:100][c:101]1[cH:102][cH:103][cH:104][cH:105][cH:106]1)[CH:107]=[CH:108][c:109]1[cH:110][cH:111][cH:112][cH:113][cH:114]1.[Pd:77].[Pd:78].[cH:24]1[cH:25][cH:26][c:27]([P:28]([c:29]2[cH:30][cH:31][c:32]3[c:33]([cH:34][cH:35][cH:36][cH:37]3)[c:38]2-[c:39]2[c:40]3[c:41]([cH:42][cH:43][cH:44][cH:45]3)[cH:46][cH:47][c:48]2[P:49]([c:50]2[cH:51][cH:52][cH:53][cH:54][cH:55]2)[c:56]2[cH:57][cH:58][cH:59][cH:60][cH:61]2)[c:62]2[cH:63][cH:64][cH:65][cH:66][cH:67]2)[cH:68][cH:69]1>>[C:1]([CH3:2])([CH3:3])([CH3:4])[O:5][C:6](=[O:7])[N:8]1[CH2:9][CH:10]2[CH2:11][N:12]([c:20]3[cH:19][cH:18][c:17]([Br:16])[cH:23][cH:22]3)[CH2:13][CH:14]2[CH2:15]1.